This data is from the Open Reaction Database (ORD), a public repository of structured organic reaction records. The task is: describe an organic reaction: reactants, conditions, products, and yield Starting materials: COc1ccccc1C1=NCCc2ccccc21, CCOCC, NC1c2ccccc2CC1O, O=C(O)C(F)(F)F. The product is COc1ccccc1C1NCCc2ccccc21. As a reaction SMILES: [CH3:12][O:13][c:14]1[c:15]([C:20]2=[N:21][CH2:22][CH2:23][c:24]3[cH:25][cH:26][cH:27][cH:28][c:29]32)[cH:16][cH:17][cH:18][cH:19]1.[CH3:37][CH2:38][O:39][CH2:40][CH3:41].[NH2:1][CH:2]1[c:3]2[c:4]([cH:5][cH:6][cH:7][cH:8]2)[CH2:9][CH:10]1[OH:11].[OH:30][C:31]([C:32]([F:33])([F:34])[F:35])=[O:36]>>[CH3:12][O:13][c:14]1[c:15]([CH:20]2[NH:21][CH2:22][CH2:23][c:24]3[cH:25][cH:26][cH:27][cH:28][c:29]32)[cH:16][cH:17][cH:18][cH:19]1.